This data is from the Open Reaction Database (ORD), a public repository of structured organic reaction records. The task is: describe an organic reaction: reactants, conditions, products, and yield Starting materials: C(C)(C)(C)OC(C1=CN=CC(=C1)C=1C=C2C(CC3(CCN(CC3)C(=O)OC(C)(C)C)OC2=CC1)=O)=O (5-{1′-tert-butoxycarbonyl-4-oxospiro[chroman-2,4′-piperidin]-6-yl}nicotinic acid tert-butyl ester), Cl (HCl). The solvent is C(Cl)(Cl)Cl (CHCl3), O1CCOCC1 (dioxane). Reaction conditions: time 20 hour. The product is Cl.Cl.O=C1CC2(CCNCC2)OC2=CC=C(C=C12)C=1C=NC=C(C(=O)O)C1 (5-{4-oxospiro[chroman-2,4′-piperidin]-6-yl}nicotinic acid di-hydrochloride). RXN SMILES: C([O:5][C:6](=[O:36])[C:7]1[CH:12]=[C:11]([C:13]2[CH:14]=[C:15]3[C:32](=[CH:33][CH:34]=2)[O:31][C:18]2([CH2:23][CH2:22][N:21](C(OC(C)(C)C)=O)[CH2:20][CH2:19]2)[CH2:17][C:16]3=[O:35])[CH:10]=[N:9][CH:8]=1)(C)(C)C.[ClH:37]>C(Cl)(Cl)Cl.O1CCOCC1>[ClH:37].[ClH:37].[O:35]=[C:16]1[C:15]2[C:32](=[CH:33][CH:34]=[C:13]([C:11]3[CH:10]=[N:9][CH:8]=[C:7]([CH:12]=3)[C:6]([OH:36])=[O:5])[CH:14]=2)[O:31][C:18]2([CH2:23][CH2:22][NH:21][CH2:20][CH2:19]2)[CH2:17]1 |f:4.5.6|. Procedure: 5-{1′-tert-butoxycarbonyl-4-oxospiro[chroman-2,4′-piperidin]-6-yl}nicotinic acid tert-butyl ester (14.0 g, 28.3 mmol) was dissolved in CHCl3 (70 mL) and 4N HCl in dioxane (210 mL) was added thereto, and stirred at room temperature for 20 h. The resulted precipitate was filtered and washed with CHCl3 and Et2O to afford 5-{4-oxospiro[chroman-2,4′-piperidin]-6-yl}nicotinic acid di-hydrochloride as a colorless solid. Reactants: CN(C)C=O, CCOC(=O)C(CCCCI)C(=O)C(C)(C)N1COC(C)=C(c2ccccc2)C1=O, [H-], [Na+]. Product: CCOC(=O)C1(C(=O)C(C)(C)N2COC(C)=C(c3ccccc3)C2=O)CCCC1. As a reaction SMILES: [CH3:33][N:34]([CH3:35])[CH:36]=[O:37].[CH3:3][C:4]1=[C:5]([c:27]2[cH:28][cH:29][cH:30][cH:31][cH:32]2)[C:6](=[O:26])[N:7]([C:10]([C:11]([CH:12]([C:13](=[O:14])[O:15][CH2:16][CH3:17])[CH2:18][CH2:19][CH2:20][CH2:21][I:22])=[O:23])([CH3:24])[CH3:25])[CH2:8][O:9]1.[H-:1].[Na+:2]>>[CH3:3][C:4]1=[C:5]([c:27]2[cH:28][cH:29][cH:30][cH:31][cH:32]2)[C:6](=[O:26])[N:7]([C:10]([C:11]([C:12]2([C:13](=[O:14])[O:15][CH2:16][CH3:17])[CH2:18][CH2:19][CH2:20][CH2:21]2)=[O:23])([CH3:24])[CH3:25])[CH2:8][O:9]1. The reactants are 1.20, BrCCCCCCC1=C(C(=CC=C1)OC)OC (1-(6-bromohexyl)-2,3-dimethoxybenzene), C(C)OC(C1=CC(=C(C(=C1)CCC)O)CCC)=O (3,5-dipropyl-4-hydroxybenzoic acid ethyl ester), C([O-])([O-])=O.[K+].[K+] (potassium carbonate), [I-].[Na+] (sodium iodide). Solvent: CC(=O)C (acetone). RXN SMILES: Br[CH2:2][CH2:3][CH2:4][CH2:5][CH2:6][CH2:7][C:8]1[CH:13]=[CH:12][CH:11]=[C:10]([O:14][CH3:15])[C:9]=1[O:16][CH3:17].[CH2:18]([O:20][C:21](=[O:35])[C:22]1[CH:27]=[C:26]([CH2:28][CH2:29][CH3:30])[C:25]([OH:31])=[C:24]([CH2:32][CH2:33][CH3:34])[CH:23]=1)[CH3:19].C(=O)([O-])[O-].[K+].[K+].[I-].[Na+]>CC(C)=O>[CH2:18]([O:20][C:21](=[O:35])[C:22]1[CH:27]=[C:26]([CH2:28][CH2:29][CH3:30])[C:25]([O:31][CH2:2][CH2:3][CH2:4][CH2:5][CH2:6][CH2:7][C:8]2[CH:13]=[CH:12][CH:11]=[C:10]([O:14][CH3:15])[C:9]=2[O:16][CH3:17])=[C:24]([CH2:32][CH2:33][CH3:34])[CH:23]=1)[CH3:19] |f:2.3.4,5.6|. Reported procedure: A mixture of 1.20 (4.0 mmol) of 1-(6-bromohexyl)-2,3-dimethoxybenzene, 1.00 g (4.0 mmol) of 3,5-dipropyl-4-hydroxybenzoic acid ethyl ester, 1.10 g (8 mmol) of potassium carbonate and 0.6 g (4 mmol) of sodium iodide in 35 mL of acetone was stirred at reflux for 47 hours. Workup and purification as in Example 16 gave 4-[6-(2,3-dimethoxyphenyl)hexyloxy]-3,5-dipropylbenzoic acid ethyl ester as an oil. The product is C(C)OC(C1=CC(=C(C(=C1)CCC)OCCCCCCC1=C(C(=CC=C1)OC)OC)CCC)=O (4-[6-(2,3-dimethoxyphenyl)hexyloxy]-3,5-dipropylbenzoic acid ethyl ester). Starting materials: N(=C=O)C1=C(C=CC=C1)[N+](=O)[O-] (1-Isocyanato-2-nitro-benzene), C(C)C=1N=C(NC1)C1NC2=CC=CC=C2C1 (2-(4-ethyl-1H-imidazol-2-yl)-2,3-dihydro-1H-indole). Solvent: C1CCOC1 (THF), hexanes. Run at time 5 hour. Yields the product C(C)C=1N=C(NC1)C1N(C2=CC=CC=C2C1)C(=O)NC1=C(C=CC=C1)[N+](=O)[O-] (2-(4-ethyl-1H-imidazol-2-yl)-2,3-dihydro-N-(2-nitrophenyl)-1H-indole-1-carboxamide). The yield is 45.0%. RXN SMILES: [N:1]([C:4]1[CH:9]=[CH:8][CH:7]=[CH:6][C:5]=1[N+:10]([O-:12])=[O:11])=[C:2]=[O:3].[CH2:13]([C:15]1[N:16]=[C:17]([CH:20]2[CH2:28][C:27]3[C:22](=[CH:23][CH:24]=[CH:25][CH:26]=3)[NH:21]2)[NH:18][CH:19]=1)[CH3:14]>C1COCC1>[CH2:13]([C:15]1[N:16]=[C:17]([CH:20]2[CH2:28][C:27]3[C:22](=[CH:23][CH:24]=[CH:25][CH:26]=3)[N:21]2[C:2]([NH:1][C:4]2[CH:9]=[CH:8][CH:7]=[CH:6][C:5]=2[N+:10]([O-:12])=[O:11])=[O:3])[NH:18][CH:19]=1)[CH3:14]. Procedure: 1-Isocyanato-2-nitro-benzene (0.002 mol) was added to a solution of intermediate (15) (0.016 mol) in THF (10 ml). The mixture was stirred at room temperature under argon for 5 hours. The mixture was diluted with hexanes, filtered, and allowed to dry, yielding 0.34 g of 2-(4-ethyl-1H-imidazol-2-yl)-2,3-dihydro-N-(2-nitrophenyl)-1H-indole-1-carboxamide (compound 77, mp. 208-209° C.). Reactants: CC(=O)Cl, Nc1n[nH]c2ccc(NS(=O)(=O)c3cccc(F)c3)cc12, O, c1ccncc1. Yields the product CC(=O)Nc1n[nH]c2ccc(NS(=O)(=O)c3cccc(F)c3)cc12. As a reaction SMILES: [CH3:1][C:2]([Cl:3])=[O:4].[F:5][c:6]1[cH:7][c:8]([S:12](=[O:13])(=[O:14])[NH:15][c:16]2[cH:17][c:18]3[c:19]([NH2:25])[n:20][nH:21][c:22]3[cH:23][cH:24]2)[cH:9][cH:10][cH:11]1.[OH2:32].[cH:26]1[cH:27][cH:28][n:29][cH:30][cH:31]1>>[CH3:1][C:2](=[O:4])[NH:25][c:19]1[c:18]2[cH:17][c:16]([NH:15][S:12]([c:8]3[cH:7][c:6]([F:5])[cH:11][cH:10][cH:9]3)(=[O:13])=[O:14])[cH:24][cH:23][c:22]2[nH:21][n:20]1. Starting materials: N1(N=CN=C1)C1=CC=C(C=C1)Br (4-(1,2,4-Triazol-1-yl)bromobenzene), 4-carboxylic acid benzene boronic acid, C([O-])([O-])=O.[Na+].[Na+] (sodium carbonate), tetrakis (triphenylphosphine)palladium(0). Run in COCCOC (DME), O (water). Yields the product N1(N=CN=C1)C1=CC=C(C=C1)C1=CC=C(C=C1)C(=O)O (4'-(1,2,4-Triazol-1-yl)-(1,1'-biphenyl)-4-carboxylic acid). The yield is 184.5%. RXN SMILES: [N:1]1([C:6]2[CH:11]=[CH:10][C:9](Br)=[CH:8][CH:7]=2)[CH:5]=[N:4][CH:3]=[N:2]1.[C:13](=[O:16])([O-])[O-:14].[Na+].[Na+]>COCCOC.O>[N:1]1([C:6]2[CH:11]=[CH:10][C:9]([C:6]3[CH:11]=[CH:10][C:9]([C:13]([OH:14])=[O:16])=[CH:8][CH:7]=3)=[CH:8][CH:7]=2)[CH:5]=[N:4][CH:3]=[N:2]1 |f:1.2.3|. Procedure: 4-(1,2,4-Triazol-1-yl)bromobenzene (340 mg, 1.5 mmol), 4-carboxylic acid benzene boronic acid (250 mg, 1.5 mmol), sodium carbonate (650 mg, 4 eq), tetrakis (triphenylphosphine)palladium(0) (50 mg) in DME (25 ml) and water (25 ml) was heated under argon at reflux for 24 h, cooled, evaporated to dryness under reduced pressure, partitioned between saturated aqueous sodium carbonate solution (50 ml) and ethyl acetate (50 ml), the aqueous extracts acidified with conc. HCl and dried in vacuo to afford...